This data is from the Open Reaction Database (ORD), a public repository of structured organic reaction records. The task is: describe an organic reaction: reactants, conditions, products, and yield Starting materials: N1=CC(=CC=C1)COC=1C=CC=CC1 (3-(3-pyridinyl)methoxybenzene), Cl (HCl), CO (methanol). Reagents/catalysts: O=[Pt]=O (PtO2). Yields the product COC=1C=C(C=CC1)C1CNCCC1 (3-(3-Methoxyphenyl)piperidine). As a reaction SMILES: [N:1]1[CH:6]=[CH:5][CH:4]=[C:3]([CH2:7]OC2C=CC=CC=2)[CH:2]=1.Cl.[CH3:16][OH:17]>O=[Pt]=O>[CH3:16][O:17][C:3]1[CH:2]=[C:7]([CH:3]2[CH2:4][CH2:5][CH2:6][NH:1][CH2:2]2)[CH:6]=[CH:5][CH:4]=1. Reported procedure: To a solution of 3-(3-pyridinyl)methoxybenzene (22.0 g, 0.099 mol) in methanol (250 ml), PtO2 (2 g) and conc. HCl (30 ml) were added and the mixture was hydrogenated at 0.34 MPa in a Parr apparatus. After complete hydrogenation, the catalyst was filtered off. Most of the solvent was evaporated, the residue was made alkaline with 1 M NaOH and extracted with ether. The ether-phase was dried (Na2SO4) and the solvent evaporated giving 18 g of the amine product. The hydrochloride was made and then re... Starting materials: NC[C@@H]1N(CCOC1)C(=O)OC(C)(C)C ((S)-tert-butyl 3-(aminomethyl)morpholine-4-carboxylate), C(C)=O (acetaldehyde), C(C)(=O)O[BH-](OC(C)=O)OC(C)=O.[Na+] (sodium triacetoxyborohydride). Solvent: C(Cl)Cl (DCM), CO (MeOH). Conditions: temperature 0 celsius, time 15 minute. The product is C(C)N(CC)C[C@@H]1N(CCOC1)C(=O)OC(C)(C)C ((S)-tert-butyl 3-((diethylamino)methyl)morpholine-4-carboxylate). RXN SMILES: [NH2:1][CH2:2][C@H:3]1[CH2:8][O:7][CH2:6][CH2:5][N:4]1[C:9]([O:11][C:12]([CH3:15])([CH3:14])[CH3:13])=[O:10].[CH:16](=O)[CH3:17].[C:19](O[BH-](OC(=O)C)OC(=O)C)(=O)[CH3:20].[Na+]>CO.C(Cl)Cl>[CH2:19]([N:1]([CH2:2][C@H:3]1[CH2:8][O:7][CH2:6][CH2:5][N:4]1[C:9]([O:11][C:12]([CH3:15])([CH3:14])[CH3:13])=[O:10])[CH2:16][CH3:17])[CH3:20] |f:2.3|. Reported procedure: A solution of (S)-tert-butyl 3-(aminomethyl)morpholine-4-carboxylate (1.0 g, 4.62 mmol) in MeOH (15 ml) was treated with acetaldehyde (0.204 g, 4.62 mmol). The reaction mixture was stirred at 0° C. for 15 minutes and sodium triacetoxyborohydride (2.450 g, 11.56 mmol) was added all at once. The resulting mixture was stirred for 24 h and the mixture was diluted with DCM (15 ml) and washed with saturated aq. sodium bicarbonate (15 ml). The organic phase dried over sodium sulfate, filtered, and conc...